From a dataset of the Open Reaction Database (ORD), a public repository of structured organic reaction records. describe an organic reaction: reactants, conditions, products, and yield Starting materials: O (water), [H-].[H-].[H-].[H-].[Li+].[Al+3] (LiAlH4), oil, COC(=O)N1CCC(CC1)C1=NNC2=CC(=CC=C12)Br (4-(6-Bromo-1H-indazol-3-yl)piperidine-1-carboxylic acid methyl ester). Run in C1CCOC1 (THF). Product: BrC1=CC=C2C(=NNC2=C1)C1CCN(CC1)C (6-Bromo-3-(1-methyl-4-piperidinyl)-1H-indazole). Isolated yield 55.3%. Reaction SMILES: [H-].[H-].[H-].[H-].[Li+].[Al+3].CO[C:9]([N:11]1[CH2:16][CH2:15][CH:14]([C:17]2[C:25]3[C:20](=[CH:21][C:22]([Br:26])=[CH:23][CH:24]=3)[NH:19][N:18]=2)[CH2:13][CH2:12]1)=O.O>C1COCC1>[Br:26][C:22]1[CH:21]=[C:20]2[C:25]([C:17]([CH:14]3[CH2:15][CH2:16][N:11]([CH3:9])[CH2:12][CH2:13]3)=[N:18][NH:19]2)=[CH:24][CH:23]=1 |f:0.1.2.3.4.5|. Procedure: To a stirred suspension of LiAlH4 (6.2 g, 0.083 mol of a 50-55% oil dispersion) in THF (175 ml), under nitrogen, was added, dropwise, 4-(6-bromo-1H-indazol-3-yl)piperidine-1-carboxylic acid methyl ester (28.1 g, 0.083 mol) of Example 106 (a). The reaction was refluxed for 1 hour, cooled in an ice bath, and water was added. The reaction was filtered and the filtrate was concentrated to yield 13.5 g of a solid. The solid was recrystallized from toluene to yield 10.2 g (42%) of a solid, mp 203°-205... Reactants: C(C)OC(C1=C(C(=CC=C1)C)I)=O (2-iodo-3-methylbenzoic acid ethyl ester), CC(=CB1OC(C)(C)C(C)(C)O1)C (2-methyl-1-propenylboronic acid pinacol ester). Run in CN(C)C=O (DMF), C(=O)(O)[O-].[Na+] (NaHCO3). Reaction conditions: temperature 110 celsius, time 8 hour. Yields the product C(C)OC(C1=C(C(=CC=C1)C)C=C(C)C)=O (3-methyl-2-(2-methyl-1-propenyl)benzoic acid ethyl ester). Yield: 85.0%. RXN SMILES: [CH2:1]([O:3][C:4](=[O:13])[C:5]1[CH:10]=[CH:9][CH:8]=[C:7]([CH3:11])[C:6]=1I)[CH3:2].[CH3:14][C:15]([CH3:26])=[CH:16]B1OC(C)(C)C(C)(C)O1>CN(C=O)C.C([O-])(O)=O.[Na+]>[CH2:1]([O:3][C:4](=[O:13])[C:5]1[CH:10]=[CH:9][CH:8]=[C:7]([CH3:11])[C:6]=1[CH:14]=[C:15]([CH3:26])[CH3:16])[CH3:2] |f:3.4|. Reported procedure: A suspension of the 2-iodo-3-methylbenzoic acid ethyl ester (289) (2.9 g-0.01 mol) and 2-methyl-1-propenylboronic acid pinacol ester (3.64 g-0.02 mol-2 eq) in dry DMF (50 mL) and saturated NaHCO3 (10 mL) is degassed for 10 minutes and then treated with tetrakis(triphenylphosphine)palladium(0) (400 mg). The mixture is stirred at 110° C. overnight. The reaction is cooled and the DMF removed in vacuo and the residue diluted with water (120 mL). The aqueous is filtered through hyflo and extracted wi...